describe an organic reaction: reactants, conditions, products, and yield From a dataset of the Open Reaction Database (ORD), a public repository of structured organic reaction records. Reactants: NC=1SC(=CN1)C#N (2-Amino-5-cyanothiazole), C(C)(=O)OC(C)=O (acetic anhydride). Solvent: C(C)(=O)O (acetic acid). Product: C(C)(=O)NC=1SC(=CN1)C#N (2-acetylamino-5-cyanothiazole). Isolated yield 80.0%. As a reaction SMILES: [NH2:1][C:2]1[S:3][C:4]([C:7]#[N:8])=[CH:5][N:6]=1.[C:9](OC(=O)C)(=[O:11])[CH3:10]>C(O)(=O)C>[C:9]([NH:1][C:2]1[S:3][C:4]([C:7]#[N:8])=[CH:5][N:6]=1)(=[O:11])[CH3:10]. Procedure: 2.14 g 2-Amino-5-cyanothiazole was dissolved in 10 ml acetic acid, and 1.8 ml acetic anhydride was added to carry out reaction at 100° C. for 30 min. The reaction product was cooled down, and filtered to obtain 2.5 g of a clay-solid having metallic luster (yield 80%), 1H NMR (DMSO-d6) 2.22 (3H, s), 8.36 (1H, s), 12.95 (1H, s). Solvent: O1CCCC1 (tetrahydrofuran). Reaction SMILES: [CH3:1][N:2]1[C:6]([CH2:7][C:8](O)=[S:9])=[N:5][N:4]=[N:3]1.[CH2:11]1[CH2:21][CH2:20][N:19]2[C:14](=NC[CH2:17][CH2:18]2)[CH2:13][CH2:12]1.ClC(OCC(C)C)=O.C(NC1CCCCC1)C>O1CCCC1>[CH2:18]([N:19]([CH:14]1[CH2:13][CH2:12][CH2:11][CH2:21][CH2:20]1)[C:8](=[S:9])[CH2:7][C:6]1[N:2]([CH3:1])[N:3]=[N:4][N:5]=1)[CH3:17]. Procedure: 2-(1-Methyl-1,2,3,4-tetrazol-5-yl)thio-acetic acid (45 mmole) is dissolved in tetrahydrofuran (50 ml) and thereto is added DBU (50 mmole). To the mixture is added dropwise with stirring isobutyl chloroformate (50 mmole) under ice-cooling and the mixture is stirred at room temperature for 30 minutes. To the mixture is added dropwise N-ethyl-cyclohexylamine under ice-cooling, and the mixture is further stirred at room temperature for 2 hours. After distilling off the solvent under reduced pressure... Reaction conditions: time 30 minute. Starting materials: C(C)NC1CCCCC1 (N-ethyl-cyclohexylamine), CN1N=NN=C1CC(=S)O (2-(1-Methyl-1,2,3,4-tetrazol-5-yl)thio-acetic acid), ClC(=O)OCC(C)C (isobutyl chloroformate), C1CCC2=NCCCN2CC1 (DBU). Yields the product C(C)N(C(CC1=NN=NN1C)=S)C1CCCCC1 (N-ethyl-N-cyclohexyl-2-(1-methyl-1,2,3,4-tetrazol-5-yl)thio-acetamide). Isolated yield 52.0%. Starting materials: CCOC(C)=O, CO, CCCCCC, ClC(Cl)Cl, ClCCl, OCC1OC1c1cccc(C(F)(F)F)c1. The product is O=CC1OC1c1cccc(C(F)(F)F)c1. As a reaction SMILES: [C:25]([O:26][CH2:27][CH3:28])(=[O:29])[CH3:30].[CH3:19][OH:20].[CH3:31][CH2:32][CH2:33][CH2:34][CH2:35][CH3:36].[CH:21]([Cl:22])([Cl:23])[Cl:24].[Cl:16][CH2:17][Cl:18].[O:1]1[CH:2]([CH2:3][OH:4])[CH:5]1[c:6]1[cH:7][c:8]([C:12]([F:13])([F:14])[F:15])[cH:9][cH:10][cH:11]1>>[O:1]1[CH:2]([CH:3]=[O:4])[CH:5]1[c:6]1[cH:7][c:8]([C:12]([F:13])([F:14])[F:15])[cH:9][cH:10][cH:11]1. The reactants are CCN(CC)CCNC(=O)C=1C(=C(NC1C)/C=C\2/C=3C=C(C=CC3NC2=O)F)C (Sunitinib), C([C@@H](O)CC(=O)O)(=O)O (L-malic acid), C(C)(=O)OC(C)C (Isopropyl acetate). Solvent: CS(=O)C (dimethyl sulfoxide). Reaction conditions: time 30 minute. The product is CCN(CC)CCNC(=O)C=1C(=C(NC1C)/C=C\2/C=3C=C(C=CC3NC2=O)F)C.C([C@@H](C(=O)O)O)C(=O)O (sunitinib malate). The yield is 74.8%. As a reaction SMILES: [CH3:1][CH2:2][N:3]([CH2:6][CH2:7][NH:8][C:9]([C:11]1[C:12]([CH3:29])=[C:13](/[CH:17]=[C:18]2/[C:19]3[CH:20]=[C:21]([F:28])[CH:22]=[CH:23][C:24]=3[NH:25][C:26]/2=[O:27])[NH:14][C:15]=1[CH3:16])=[O:10])[CH2:4][CH3:5].[C:30]([OH:38])(=[O:37])[C@H:31]([CH2:33][C:34]([OH:36])=[O:35])[OH:32].C(OC(C)C)(=O)C>CS(C)=O>[CH3:1][CH2:2][N:3]([CH2:6][CH2:7][NH:8][C:9]([C:11]1[C:12]([CH3:29])=[C:13](/[CH:17]=[C:18]2/[C:19]3[CH:20]=[C:21]([F:28])[CH:22]=[CH:23][C:24]=3[NH:25][C:26]/2=[O:27])[NH:14][C:15]=1[CH3:16])=[O:10])[CH2:4][CH3:5].[CH2:33]([C:34]([OH:36])=[O:35])[C@H:31]([OH:32])[C:30]([OH:38])=[O:37] |f:4.5|. Procedure details: Sunitinib free base (5.0 gm) and L-malic acid (1.8 gm) was added to dimethyl sulfoxide (25 ml), and the mixture was heated to 80 deg C. to obtain a clear solution, stirred for 30 minutes at 80 deg C. Isopropyl acetate (120 ml) was added to the solution at 80 deg C. and stirred for 2 hours at 80 deg C. The solution was slowly cooled to room temperature and stirred for 1 hour at room temperature. The contents are filtered and the solid obtained was washed with isopropyl acetate (15 ml), and then d... Starting materials: CC(=NCc1ccccc1)c1ccccc1, CCCC[N+](CCCC)(CCCC)CCCC, CC(=O)O, Cc1ccccc1, [H][H], [I-], c1ccc(P(CCCCP(c2ccccc2)c2ccccc2)c2ccccc2)cc1. The product is CC(NCc1ccccc1)c1ccccc1. As a reaction SMILES: [CH2:1]([c:2]1[cH:3][cH:4][cH:5][cH:6][cH:7]1)[N:8]=[C:9]([CH3:10])[c:11]1[cH:12][cH:13][cH:14][cH:15][cH:16]1.[CH2:54]([N+:55]([CH2:56][CH2:57][CH2:58][CH3:59])([CH2:60][CH2:61][CH2:62][CH3:63])[CH2:64][CH2:65][CH2:66][CH3:67])[CH2:68][CH2:69][CH3:70].[CH3:47][C:48](=[O:49])[OH:50].[CH3:71][c:72]1[cH:73][cH:74][cH:75][cH:76][cH:77]1.[H:51][H:52].[I-:53].[c:17]1([P:18]([c:19]2[cH:20][cH:21][cH:22][cH:23][cH:24]2)[CH2:25][CH2:26][CH2:27][CH2:28][P:29]([c:30]2[cH:31][cH:32][cH:33][cH:34][cH:35]2)[c:36]2[cH:37][cH:38][cH:39][cH:40][cH:41]2)[cH:42][cH:43][cH:44][cH:45][cH:46]1>>[CH2:1]([c:2]1[cH:3][cH:4][cH:5][cH:6][cH:7]1)[NH:8][CH:9]([CH3:10])[c:11]1[cH:12][cH:13][cH:14][cH:15][cH:16]1. Starting materials: [Br-].C(CCCCC[N+]1(CCCCC1)C)[N+]1(CCCCC1)C.[Br-] (1,1′-(hexane-1,6-diyl)bis(1-methylpiperidin-1-ium) bromide), [OH-] (hydroxide), LCNG(OH). The product is [OH-].C(CCCCC[N+]1(CCCCC1)C)[N+]1(CCCCC1)C.[OH-] (1,1′-(hexane-1,6-diyl)bis(1-methylpiperidin-1-ium) hydroxide). RXN SMILES: [Br-].[CH2:2]([N+:15]1([CH3:21])[CH2:20][CH2:19][CH2:18][CH2:17][CH2:16]1)[CH2:3][CH2:4][CH2:5][CH2:6][CH2:7][N+:8]1([CH3:14])[CH2:13][CH2:12][CH2:11][CH2:10][CH2:9]1.[Br-].[OH-:23]>>[OH-:23].[CH2:2]([N+:15]1([CH3:21])[CH2:20][CH2:19][CH2:18][CH2:17][CH2:16]1)[CH2:3][CH2:4][CH2:5][CH2:6][CH2:7][N+:8]1([CH3:14])[CH2:9][CH2:10][CH2:11][CH2:12][CH2:13]1.[OH-:23] |f:0.1.2,4.5.6|. Procedure: 1,1′-(hexane-1,6-diyl)bis(1-methylpiperidin-1-ium) bromide was subsequently converted to a hydroxide solution by column ion-exchange using an excess of MTO-DOWEX SBR LCNG(OH) resin. Distilled water was eluted through the column until the pH was less than 11 and the resulting solution concentrated to the desired concentration, typically ˜20 wt %. The concentration was confirmed by acid-base titration and by 1H NMR. The reactants are O (water), ClC1=C(C(=NC=2N1N=C(C2C2=C(C=C(C=C2C)C)C)C)C)CCCl (7-chloro-6-(2-chloroethyl)-3-mesityl-2,5-dimethylpyrazolo[1,5-a]pyrimidine), NC(=S)N (thiourea), C([O-])([O-])=O.[Na+].[Na+] (sodium carbonate). The solvent is C(C)O (ethanol). Run at time 8 hour. The product is C1(=C(C(=CC(=C1)C)C)C=1C(=NN2C1N=C(C1=C2SCC1)C)C)C (3-mesityl-2,5-dimethyl-6,7-dihydropyrazolo[1,5-a]thieno[3,2-e]pyrimidine). Isolated yield 97.7%. As a reaction SMILES: Cl[C:2]1[N:7]2[N:8]=[C:9]([CH3:20])[C:10]([C:11]3[C:16]([CH3:17])=[CH:15][C:14]([CH3:18])=[CH:13][C:12]=3[CH3:19])=[C:6]2[N:5]=[C:4]([CH3:21])[C:3]=1[CH2:22][CH2:23]Cl.NC(N)=[S:27].C(=O)([O-])[O-].[Na+].[Na+].O>C(O)C>[C:16]1([CH3:17])[CH:15]=[C:14]([CH3:18])[CH:13]=[C:12]([CH3:19])[C:11]=1[C:10]1[C:9]([CH3:20])=[N:8][N:7]2[C:2]3[S:27][CH2:23][CH2:22][C:3]=3[C:4]([CH3:21])=[N:5][C:6]=12 |f:2.3.4|. Procedure: A solution of 7-chloro-6-(2-chloroethyl)-3-mesityl-2,5-dimethylpyrazolo[1,5-a]pyrimidine (500 mg, 1.38 mmol), thiourea (105 mg, 1.38 mmol) and sodium carbonate (180 mg, 1.73 mmol) in ethanol (10 mL) was heated under reflux for one hour. After overnight, water was added and the resulting crystals were collected by filtration. The crystals were washed with water, to give the title compound (436 mg) as white crystals. Starting materials: FC1=C(CN2C3=NC(=NC(=C3N=C2)N(C)C)NC)C(=CC=C1)F (9-(2,6-difluorobenzyl)-6-(N,N-dimethylamino)-2-(N-methylamino)-9H-purine), NC1=C2N=CN(C2=NC(=N1)NC)CC1=C(C=CC=C1F)F (6-amino-9-(2,6-difluorobenzyl)-2-(N-methylamino)-9H-purine), FC1=C(CN2C3=NC(=NC=C3N=C2)NC)C(=CC=C1)F (9-(2,6-difluorobenzyl)-2-(N-methylamino)-9H-purine), C(C)NC1=NC(=C2N=CN(C2=N1)CC1=C(C=CC=C1F)F)N (2-(N-ethylamino)-6-amino-9-(2,6-difluorobenzyl)-9H-purine), FC1=C(CN2C3=NC(=NC=C3N=C2)N(C)C)C(=CC=C1)F (9-(2,6-difluorobenzyl)-2-(N,N-dimethylamino)-9H-purine), ClC1=NC=C2N=CN(C2=N1)CC1=C(C=CC=C1F)F (2-chloro-9-(2,6-difluorobenzyl)-9H-purine), CNC1=NC(=C2N=CN(C2=N1)CC1=C(C=CC=C1F)F)NC (2,6-bis(N-methylamino)-9-(2,6-difluorobenzyl)-9H-purine), NC1=C2N=CN(C2=NC(=N1)N(C)C)CC1=C(C=CC=C1F)F (6-amino-9-(2,6-difluorobenzyl)-2-(N,N-dimethylamino)-9H-purine), NC1=NC(=C2N=CN(C2=N1)CC1=C(C=CC=C1F)F)N (2,6-diamino-9-(2,6-difluorobenzyl)-9H-purine), NC1=NC(=C2N=CN(C2=N1)CC1=C(C=CC=C1F)F)NC (2-amino-9-(2,6-difluorobenzyl)-6-(N-methylamino)-9H-purine), NC1=NC(=C2N=CN(C2=N1)CC1=C(C=CC=C1F)F)N(C)C (2-amino-9-(2,6-difluorobenzyl)-6-(N,N-dimethylamino)-9H-purine), C(C)NC1=NC(=C2N=CN(C2=N1)CC1=C(C=CC=C1F)F)N(C)C (2-(N-ethylamino)-9-(2,6-difluorobenzyl)-6(N,N-dimethylamino)-9H-purine), CN(C)C1=NC(=C2N=CN(C2=N1)CC1=C(C=CC=C1F)F)N(C)C (2,6-bis(N,N-dimethylamino)-9-(2,6-difluorobenzyl)-9H-purine). The product is ClC1=NC(=C2N=CN(C2=N1)CC1=C(C=CC=C1F)F)N(C)C (2-chloro-9-(2,6-difluorobenzyl)-6-(N,N-dimethylamino)-9H-purine). RXN SMILES: [F:1][C:2]1[CH:22]=[CH:21][CH:20]=[C:19]([F:23])[C:3]=1[CH2:4][N:5]1[CH:13]=[N:12][C:11]2[C:6]1=[N:7][C:8](NC)=[N:9][C:10]=2[N:14]([CH3:16])[CH3:15].NC1N=C2C(N=CN2CC2C(F)=CC=CC=2F)=C(N(C)C)N=1.C(NC1N=C2C(N=CN2CC2C(F)=CC=CC=2F)=C(N(C)C)N=1)C.FC1C=CC=C(F)C=1CN1C=NC2C1=NC(NC)=NC=2.FC1C=CC=C(F)C=1CN1C=NC2C1=NC(N(C)C)=NC=2.CN(C1N=C2C(N=CN2CC2C(F)=CC=CC=2F)=C(N(C)C)N=1)C.NC1N=C2C(N=CN2CC2C(F)=CC=CC=2F)=C(NC)N=1.CNC1N=C2C(N=CN2CC2C(F)=CC=CC=2F)=C(NC)N=1.NC1N=C2C(N=CN2CC2C(F)=CC=CC=2F)=C(N)N=1.NC1N=C(NC)N=C2C=1N=CN2CC1C(F)=CC=CC=1F.NC1N=C(N(C)C)N=C2C=1N=CN2CC1C(F)=CC=CC=1F.C(NC1N=C2C(N=CN2CC2C(F)=CC=CC=2F)=C(N)N=1)C.[Cl:263]C1N=C2C(N=CN2CC2C(F)=CC=CC=2F)=CN=1>>[Cl:263][C:8]1[N:7]=[C:6]2[C:11]([N:12]=[CH:13][N:5]2[CH2:4][C:3]2[C:2]([F:1])=[CH:22][CH:21]=[CH:20][C:19]=2[F:23])=[C:10]([N:14]([CH3:16])[CH3:15])[N:9]=1. Procedure details: 9-(2,6-difluorobenzyl)-6-(N,N-dimethylamino)-2-(N-methylamino)-9H-purine; 2-amino-9-(2,6-difluorobenzyl)-6-(N,N-dimethylamino)-9H-purine; 2-(N-ethylamino)-9-(2,6-difluorobenzyl)-6(N,N-dimethylamino)-9H-purine; 9-(2,6-difluorobenzyl)-2-(N-methylamino)-9H-purine; 9-(2,6-difluorobenzyl)-2-(N,N-dimethylamino)-9H-purine; 2,6-bis(N,N-dimethylamino)-9-(2,6-difluorobenzyl)-9H-purine; 2-amino-9-(2,6-difluorobenzyl)-6-(N-methylamino)-9H-purine; 2,6-bis(N-methylamino)-9-(2,6-difluorobenzyl)-9H-purine; 2,6-... Product: NC(C#N)CC1=CNC2=CC=C(C=C12)OC (2-amino-3-(5-methoxy-3-indolyl)-propionitrile). Yield: 43.0%. The solvent is CN(C=O)C (dimethylformamide). Procedure: Using the same method starting from 5.4 millimoles (1 g ) of (5-methoxy-3-indolyl)-acetonitrile and replacing of cyanising agent by 20 ml of a norma1 solution of sodium cyanide in dimethylformamide, there are obtained, after purification by an acid-base extraction, 0.50 g of 2-amino-3-(5-methoxy-3-indolyl)-propionitrile with a yield of 43%. Starting materials: COC=1C=C2C(=CNC2=CC1)CC#N ((5-methoxy-3-indolyl)-acetonitrile), norma1 solution, [C-]#N.[Na+] (sodium cyanide). Reaction SMILES: [CH3:1][O:2][C:3]1[CH:4]=[C:5]2[C:9](=[CH:10][CH:11]=1)[NH:8][CH:7]=[C:6]2[CH2:12][C:13]#[N:14].[C-:15]#[N:16].[Na+]>CN(C)C=O>[NH2:14][CH:13]([CH2:12][C:6]1[C:5]2[C:9](=[CH:10][CH:11]=[C:3]([O:2][CH3:1])[CH:4]=2)[NH:8][CH:7]=1)[C:15]#[N:16] |f:1.2|.